This data is from the Open Reaction Database (ORD), a public repository of structured organic reaction records. The task is: describe an organic reaction: reactants, conditions, products, and yield Starting materials: C(C)N(CCOC1=CC=C(C=C1)C(CCC)=O)CC (1-(4-(2-(Diethylamino)ethoxy)phenyl)butan-1-one), Cl.ClCCN1CCOCC1 (N-(2-chloroethyl)morpholine hydrochloride). The product is O1CCN(CC1)CCOC1=CC=C(C=C1)C(CCC)=O (1-(4-(2-Morpholinoethoxy)phenyl)butan-1-one). RXN SMILES: [CH2:1]([N:3]([CH2:18][CH3:19])[CH2:4][CH2:5][O:6][C:7]1[CH:12]=[CH:11][C:10]([C:13](=[O:17])[CH2:14][CH2:15][CH3:16])=[CH:9][CH:8]=1)[CH3:2].Cl.ClCCN1CC[O:27]CC1>>[O:27]1[CH2:2][CH2:1][N:3]([CH2:4][CH2:5][O:6][C:7]2[CH:8]=[CH:9][C:10]([C:13](=[O:17])[CH2:14][CH2:15][CH3:16])=[CH:11][CH:12]=2)[CH2:18][CH2:19]1 |f:1.2|. Reported procedure: The title compound was prepared by using a similar procedure as described for the preparation of 21 except that N-(2-chloroethyl)morpholine hydrochloride was used instead of 2-(diethylamino)ethyl chloride hydrochloride. This produced a crude oil, which was purified by silica gel column chromatography, eluting with 1:1 hexanes/ethyl acetate, to give 24 (550 mg, quantitative) as a clear oil: MS (ES+) m/z 278.1 (M+H)+. Reactants: C(OCC)(OC1=CC(=C(C=C1)OC)[N+](=O)[O-])=O (Ethyl 4-methoxy-3-nitrophenyl carbonate), C(C)(=O)O (acetic acid). The reagents and catalysts are [Pd] (palladium on carbon). Solvent: CCOC(=O)C (EtOAc). Conditions: time 2 hour. The product is C(OC1=CC(=C(C=C1)OC)N)(OCC)=O (3-amino-4-methoxyphenyl ethyl carbonate). Isolated yield 95.0%. Reaction SMILES: [C:1](=[O:17])([O:5][C:6]1[CH:11]=[CH:10][C:9]([O:12][CH3:13])=[C:8]([N+:14]([O-])=O)[CH:7]=1)[O:2][CH2:3][CH3:4].C(O)(=O)C>CCOC(C)=O.[Pd]>[C:1](=[O:17])([O:2][CH2:3][CH3:4])[O:5][C:6]1[CH:11]=[CH:10][C:9]([O:12][CH3:13])=[C:8]([NH2:14])[CH:7]=1. Procedure: Ethyl 4-methoxy-3-nitrophenyl carbonate (0.720 g, 2.99 mmol) was dissolved in EtOAc (20 ml), and glacial acetic acid (0.200 ml, 3.49 mmol) was added followed by 10% palladium on carbon (0.100 g, 0.094 mmol). The mixture was stirred in a Parr apparatus under hydrogen atmosphere (25 psi) for 2 hours. The catalyst was filtered off, and the filtrate was evaporated under reduced pressure. The resulting crude 3-amino-4-methoxyphenyl ethyl carbonate (0.600 g, 2.84 mmol, 95% yield, MS/ESI+ 212.3 [MH]+),... Isolated yield 99.0%. Procedure: The title compound was prepared with 2-amino-2-(p-tolyl)ethanol and 3-(4-isothiocyanatophenyl)-1-(4-(trifluoromethyl)phenyl)-1H-1,2,4-triazole and isolated as a white solid (1.39 g, 99%): 1H NMR (300 MHz, CDCl3) δ 8.06 (s, 1H), 7.66 (d, J=8.4 Hz, 2H), 7.31 (d, J=8.7 Hz, 2H), 7.21 (d, J=8.6 Hz, 2H), 6.76 (t, J=8.5 Hz, 2H), 6.63-6.49 (m, 7H), 5.12-5.00 (m, 1H), 3.56-3.08 (m, 2H), 1.73 (s, 3H); ESIMS m/z 498 ([M+H]+). Starting materials: NC(CO)C1=CC=C(C=C1)C (2-amino-2-(p-tolyl)ethanol), N(=C=S)C1=CC=C(C=C1)C1=NN(C=N1)C1=CC=C(C=C1)C(F)(F)F (3-(4-isothiocyanatophenyl)-1-(4-(trifluoromethyl)phenyl)-1H-1,2,4-triazole). Yields the product OCC(C1=CC=C(C=C1)C)NC(=S)NC1=CC=C(C=C1)C1=NN(C=N1)C1=CC=C(C=C1)C(F)(F)F (1-(2-Hydroxy-1-(p-tolyl)ethyl)-3-(4-(1-(4-(trifluoromethyl)phenyl)-1H-1,2,4-triazol-3-yl)phenyl)thiourea), solid. As a reaction SMILES: [NH2:1][CH:2]([C:5]1[CH:10]=[CH:9][C:8]([CH3:11])=[CH:7][CH:6]=1)[CH2:3][OH:4].[N:12]([C:15]1[CH:20]=[CH:19][C:18]([C:21]2[N:25]=[CH:24][N:23]([C:26]3[CH:31]=[CH:30][C:29]([C:32]([F:35])([F:34])[F:33])=[CH:28][CH:27]=3)[N:22]=2)=[CH:17][CH:16]=1)=[C:13]=[S:14]>>[OH:4][CH2:3][CH:2]([NH:1][C:13]([NH:12][C:15]1[CH:20]=[CH:19][C:18]([C:21]2[N:25]=[CH:24][N:23]([C:26]3[CH:31]=[CH:30][C:29]([C:32]([F:35])([F:33])[F:34])=[CH:28][CH:27]=3)[N:22]=2)=[CH:17][CH:16]=1)=[S:14])[C:5]1[CH:10]=[CH:9][C:8]([CH3:11])=[CH:7][CH:6]=1. The reactants are C(C)(C)N(CCN1C(=O)C(=O)C2=CC(=CC=C12)F)C(C)C (1-(2-diisopropylaminoethyl)-5-fluoroisatin), Cl.NNC(=O)N (semicarbazide hydrochloride). The product is C(C)(C)N(CCN1C(=O)/C(/C2=CC(=CC=C12)F)=N/NC(=O)N)C(C)C ((E)-1-(2-diisopropylaminoethyl)-5-fluoroisatin 3-semicarbazone). Isolated yield 86.5%. RXN SMILES: [CH:1]([N:4]([CH:19]([CH3:21])[CH3:20])[CH2:5][CH2:6][N:7]1[C:17]2[C:12](=[CH:13][C:14]([F:18])=[CH:15][CH:16]=2)[C:10](=O)[C:8]1=[O:9])([CH3:3])[CH3:2].Cl.[NH2:23][NH:24][C:25]([NH2:27])=[O:26]>>[CH:1]([N:4]([CH:19]([CH3:21])[CH3:20])[CH2:5][CH2:6][N:7]1[C:17]2[C:12](=[CH:13][C:14]([F:18])=[CH:15][CH:16]=2)/[C:10](=[N:23]\[NH:24][C:25]([NH2:27])=[O:26])/[C:8]1=[O:9])([CH3:3])[CH3:2] |f:1.2|. Reported procedure: By using 1-(2-diisopropylaminoethyl)-5-fluoroisatin and semicarbazide hydrochloride, a method analogous to that described in Example 6 was carried out to obtain (E)-1-(2-diisopropylaminoethyl)-5-fluoroisatin 3-semicarbazone having a melting point of 158°-160° C. (yield: 86.5%, recrystallizing solvent: chloroform-hexane). Run in CC(=O)C (acetone). Starting materials: ClC(C(C)=O)CCCl (3,5-dichloro-2-pentanone), C(#N)[S-].[K+] (potassium rhodanide). Product: S(C#N)C(C(C)=O)CCCl (3-thiocyanato-5-chloro-2-pentanone). Procedure: 77.8 g (0.5 moles) of 3,5-dichloro-2-pentanone [prepared according to Acta Chim. Hung. 3, 157 (1953)] are added to the solution of 49.9 g (0.513 moles) of potassium rhodanide in 500 ml of acetone. The solution is boiled under stirring for 4 hours. The reaction mixture is cooled to room temperature and the precipitated potassium chloride is filtered off and washed with acetone. The filtrate is evaporated, the residue is dissolved in benzene and the benzene solution is washed 3 times with water. A... Yield: 70.0%. Reaction SMILES: Cl[CH:2]([CH2:6][CH2:7][Cl:8])[C:3](=[O:5])[CH3:4].[C:9]([S-:11])#[N:10].[K+]>CC(C)=O>[S:11]([CH:2]([CH2:6][CH2:7][Cl:8])[C:3](=[O:5])[CH3:4])[C:9]#[N:10] |f:1.2|. Reaction conditions: time 4 hour.